Task: describe an organic reaction: reactants, conditions, products, and yield. Dataset: the Open Reaction Database (ORD), a public repository of structured organic reaction records As a reaction SMILES: [CH2:1]([c:2]1[cH:3][cH:4][cH:5][cH:6][cH:7]1)[O:8][c:9]1[cH:10][c:11]([F:37])[c:12]([CH2:13][c:14]2[cH:15][n:16]([Si:23]([CH:24]([CH3:25])[CH3:26])([CH:27]([CH3:28])[CH3:29])[CH:30]([CH3:31])[CH3:32])[c:17]3[n:18][cH:19][cH:20][cH:21][c:22]23)[cH:33][c:34]1[O:35][CH3:36].[CH3:38][OH:39].[O:40]1[CH2:41][CH2:42][CH2:43][CH2:44]1>>[OH:8][c:9]1[cH:10][c:11]([F:37])[c:12]([CH2:13][c:14]2[cH:15][n:16]([Si:23]([CH:24]([CH3:25])[CH3:26])([CH:27]([CH3:28])[CH3:29])[CH:30]([CH3:31])[CH3:32])[c:17]3[n:18][cH:19][cH:20][cH:21][c:22]23)[cH:33][c:34]1[O:35][CH3:36]. The reactants are COc1cc(Cc2cn([Si](C(C)C)(C(C)C)C(C)C)c3ncccc23)c(F)cc1OCc1ccccc1, CO, C1CCOC1. The product is COc1cc(Cc2cn([Si](C(C)C)(C(C)C)C(C)C)c3ncccc23)c(F)cc1O. Starting materials: N1(CCNCC1)C=1C=CC=2N(N1)C(=NN2)C(F)(F)F (6-(piperazin-1-yl)-3-(trifluoromethyl)-[1,2,4]triazolo[4,3-b]pyridazine), N1=CC(=CC=C1)C=O (pyridine-3-carbaldehyde). Product: N1=CC(=CC=C1)CN1CCN(CC1)C=1C=CC=2N(N1)C(=NN2)C(F)(F)F (6-[4-(pyridin-3-ylmethyl)piperazin-1-yl]-3-(trifluoromethyl)-[1,2,4]triazolo[4,3-b]pyridazine). RXN SMILES: [N:1]1([C:7]2[CH:8]=[CH:9][C:10]3[N:11]([C:13]([C:16]([F:19])([F:18])[F:17])=[N:14][N:15]=3)[N:12]=2)[CH2:6][CH2:5][NH:4][CH2:3][CH2:2]1.[N:20]1[CH:25]=[CH:24][CH:23]=[C:22]([CH:26]=O)[CH:21]=1>>[N:20]1[CH:25]=[CH:24][CH:23]=[C:22]([CH2:26][N:4]2[CH2:3][CH2:2][N:1]([C:7]3[CH:8]=[CH:9][C:10]4[N:11]([C:13]([C:16]([F:17])([F:18])[F:19])=[N:14][N:15]=4)[N:12]=3)[CH2:6][CH2:5]2)[CH:21]=1. Reported procedure: Reductive amination of 6-(piperazin-1-yl)-3-(trifluoromethyl)-[1,2,4]triazolo[4,3-b]pyridazine with pyridine-3-carbaldehyde was carried out according to General Synthetic Method 5. The crude product was purified by hplc using a Waters XBridge Prep C18 OBD column (5μ silica, 19 mm diameter, 100 mm length) eluted with decreasingly polar mixtures of water (containing 1% aqueous ammonia) and acetonitrile as eluents to give 6-[4-(pyridin-3-ylmethyl)piperazin-1-yl]-3-(trifluoromethyl)-[1,2,4]triazolo[...